Dataset: the Open Reaction Database (ORD), a public repository of structured organic reaction records. Task: describe an organic reaction: reactants, conditions, products, and yield Starting materials: ClCCl, CC(C)=CCCC(C)=CCCC(C)=CCCC(C)=CCCC(C)=CCCC(C)=CCCC(C)=CCCC(C)=CCCC(C)=CCCC(C)CC(=O)O, N. The product is CC(C)=CCCC(C)=CCCC(C)=CCCC(C)=CCCC(C)=CCCC(C)=CCCC(C)=CCCC(C)=CCCC(C)=CCCC(C)CC(N)=O. RXN SMILES: [CH2:54]([Cl:55])[Cl:56].[CH3:1][CH:2]([CH2:3][C:4](=[O:5])[OH:6])[CH2:7][CH2:8][CH:9]=[C:10]([CH2:11][CH2:12][CH:13]=[C:14]([CH2:15][CH2:16][CH:17]=[C:18]([CH2:19][CH2:20][CH:21]=[C:22]([CH2:23][CH2:24][CH:25]=[C:26]([CH2:27][CH2:28][CH:29]=[C:30]([CH2:31][CH2:32][CH:33]=[C:34]([CH2:35][CH2:36][CH:37]=[C:38]([CH2:39][CH2:40][CH:41]=[C:42]([CH3:43])[CH3:44])[CH3:45])[CH3:46])[CH3:47])[CH3:48])[CH3:49])[CH3:50])[CH3:51])[CH3:52].[NH3:53]>>[CH3:1][CH:2]([CH2:3][C:4](=[O:5])[NH2:53])[CH2:7][CH2:8][CH:9]=[C:10]([CH2:11][CH2:12][CH:13]=[C:14]([CH2:15][CH2:16][CH:17]=[C:18]([CH2:19][CH2:20][CH:21]=[C:22]([CH2:23][CH2:24][CH:25]=[C:26]([CH2:27][CH2:28][CH:29]=[C:30]([CH2:31][CH2:32][CH:33]=[C:34]([CH2:35][CH2:36][CH:37]=[C:38]([CH2:39][CH2:40][CH:41]=[C:42]([CH3:43])[CH3:44])[CH3:45])[CH3:46])[CH3:47])[CH3:48])[CH3:49])[CH3:50])[CH3:51])[CH3:52]. Reactants: C(C1=CC=CO1)O (furfuryl alcohol), [OH-].[Na+] (sodium hydroxide), C1CCCCC1 (cyclohexane), C(C=C)Cl (allylchloride). Reagents/catalysts: [Cl-].C(C1=CC=CC=C1)[N+](C)(C)C (benzyltrimethylammonium chloride). The solvent is O (water). Yields the product C(C1=CC=CO1)OCC=C (ALLYL FURFURYL ETHER). As a reaction SMILES: [CH2:1]([OH:7])[C:2]1[O:6][CH:5]=[CH:4][CH:3]=1.[OH-].[Na+].[CH2:10](Cl)[CH:11]=[CH2:12].C1CCCCC1>[Cl-].C([N+](C)(C)C)C1C=CC=CC=1.O>[CH2:1]([O:7][CH2:12][CH:11]=[CH2:10])[C:2]1[O:6][CH:5]=[CH:4][CH:3]=1 |f:1.2,5.6|. Procedure: 14 g of benzyltrimethylammonium chloride and 490 g of furfuryl alcohol are added in succession to 800 g of 50% strength sodium hydroxide solution at 45° C. 425 g of allylchloride are added dropwise over a period of about one hour, the reaction mixture heating up slowly and later boiling under reflux. The reaction is allowed to go to completion for an additional hour at a bottom temperature of about 80° C., and 100 ml of cyclohexane and 700 ml of water are added. The salt phase is separated off a... Starting materials: C(C)(C)(C)OC(=O)N1CCN(CCC1)C=1C=C2C(N(C=NC2=CC1)CC(=O)O)=O (4-(3-Carboxymethyl-4-oxo-3,4-dihydro-quinazolin-6-yl)-[1,4]diazepane-1-carboxylic acid tert-butyl ester), Cl.O1CCOCC1 (HCl dioxane). The solvent is O1CCOCC1 (dioxane), O1CCOCC1 (dioxane). Run at time 3 hour. Yields the product Cl.O=C1N(C=NC2=CC=C(C=C12)N1CCNCC1)CC(=O)O ((4-oxo-6-piperazin-1-yl-4H-quinazolin-3-yl)-acetic acid hydrochloride salt). RXN SMILES: C(O[C:6]([N:8]1CC[CH2:12][N:11]([C:15]2[CH:16]=[C:17]3[C:22](=[CH:23][CH:24]=2)[N:21]=[CH:20][N:19]([CH2:25][C:26]([OH:28])=[O:27])[C:18]3=[O:29])[CH2:10][CH2:9]1)=O)(C)(C)C.[ClH:30].O1CCOCC1>O1CCOCC1>[ClH:30].[O:29]=[C:18]1[C:17]2[C:22](=[CH:23][CH:24]=[C:15]([N:11]3[CH2:10][CH2:9][NH:8][CH2:6][CH2:12]3)[CH:16]=2)[N:21]=[CH:20][N:19]1[CH2:25][C:26]([OH:28])=[O:27] |f:1.2,4.5|. Reported procedure: 4-(3-Carboxymethyl-4-oxo-3,4-dihydro-quinazolin-6-yl)-[1,4]diazepane-1-carboxylic acid tert-butyl ester (9.8 g) was suspended in 20 mL of dioxane. To this suspension was added 4N HCl/dioxane solution (100 mL) and 20 mL of dioxane; the mixture was stirred at room temperature for 3 hours. At this time, the solvent was removed by concentration of the reaction mixture in vacuo, and to the residue was added tetrahydofuran. The mixture was again concentrated in vacuo. The residue was triturated with d... Starting materials: COCCn1cccc1C(O)(c1ccc(N(C)S(=O)(=O)c2ccccc2)cc1)C(F)(F)F, [H-], CI, [Na+], CN(C)C=O. Product: COCCn1cccc1C(OC)(c1ccc(N(C)S(=O)(=O)c2ccccc2)cc1)C(F)(F)F. Reaction SMILES: [CH3:3][O:4][CH2:5][CH2:6][n:7]1[c:8]([C:12]([C:13]([F:14])([F:15])[F:16])([OH:17])[c:18]2[cH:19][cH:20][c:21]([N:24]([S:25](=[O:26])(=[O:27])[c:28]3[cH:29][cH:30][cH:31][cH:32][cH:33]3)[CH3:34])[cH:22][cH:23]2)[cH:9][cH:10][cH:11]1.[H-:2].[I:35][CH3:36].[Na+:1].[O:37]=[CH:38][N:39]([CH3:40])[CH3:41]>>[CH3:3][O:4][CH2:5][CH2:6][n:7]1[c:8]([C:12]([C:13]([F:14])([F:15])[F:16])([O:17][CH3:36])[c:18]2[cH:19][cH:20][c:21]([N:24]([S:25](=[O:26])(=[O:27])[c:28]3[cH:29][cH:30][cH:31][cH:32][cH:33]3)[CH3:34])[cH:22][cH:23]2)[cH:9][cH:10][cH:11]1. Starting materials: C1(=CC=CC=C1)CCCCCCCCO (8-phenyloctanol), C(Br)(Br)(Br)Br (carbon tetrabromide), C1(=CC=CC=C1)P(C1=CC=CC=C1)C1=CC=CC=C1 (triphenylphosphine), C1(=CC=CC=C1)CCCCCCCC(=O)O (8-phenyloctanoic acid), B#B (diborane). Solvent: C(Cl)Cl (methylene chloride), O1CCCC1 (tetrahydrofuran), O1CCCC1 (tetrahydrofuran). The product is C1(=CC=CC=C1)CCCCCCCCBr (8-Phenyloctyl bromide), C1(=CC=CC=C1)CCCCCCCCO (8-phenyloctanol). Reaction SMILES: [C:1]1([CH2:7][CH2:8][CH2:9][CH2:10][CH2:11][CH2:12][CH2:13][CH2:14]O)[CH:6]=[CH:5][CH:4]=[CH:3][CH:2]=1.C(Br)(Br)(Br)[Br:17].C1(P(C2C=CC=CC=2)C2C=CC=CC=2)C=CC=CC=1.[C:40]1([CH2:46][CH2:47][CH2:48][CH2:49][CH2:50][CH2:51][CH2:52][C:53](O)=[O:54])[CH:45]=[CH:44][CH:43]=[CH:42][CH:41]=1.B#B>C(Cl)Cl.O1CCCC1>[C:1]1([CH2:7][CH2:8][CH2:9][CH2:10][CH2:11][CH2:12][CH2:13][CH2:14][Br:17])[CH:6]=[CH:5][CH:4]=[CH:3][CH:2]=1.[C:40]1([CH2:46][CH2:47][CH2:48][CH2:49][CH2:50][CH2:51][CH2:52][CH2:53][OH:54])[CH:45]=[CH:44][CH:43]=[CH:42][CH:41]=1. Procedure details: 8-Phenyloctyl bromide was prepared from 8-phenyloctanol, carbon tetrabromide and triphenylphosphine in methylene chloride. A solution of 8-phenyloctanoic acid (19.8 mmol) in sieve dried tetrahydrofuran (5 ml) was reduced with diborane in tetrahydrofuran (30 ml, 29.1 mmol) at 20° C. for 4 hours to give 8-phenyloctanol. To an ice cold solution of the octanol (ca. 19.8 mmol) and carbon tetrabromide (21.98 mmol) in methylene chloride (50 ml) was added triphenylphosphine (22.30 mmol) in methylene chl... Reactants: F[C@@H]1CCN(CC[C@@H]1OS(=O)(=O)C1=CC=C(C=C1)[N+](=O)[O-])C(=O)OC(C)(C)C (cis-tert-butyl 4-fluoro-5-(4-nitrophenylsulfonyloxy)azepane-1-carboxylate), C1(CC1)C=1C=CC=2N(C1)C(=NN2)C2=NC1=C(C=CC=C1C=C2)O (2-(6-cyclopropyl-[1,2,4]triazolo[4,3-a]pyridin-3-yl)quinolin-8-ol). Product: C1(CC1)C=1C=CC=2N(C1)C(=NN2)C2=NC1=C(C=CC=C1C=C2)O[C@@H]2CCN(CC[C@H]2F)C(=O)OC(C)(C)C (trans-tert-butyl 4-(2-(6-cyclopropyl-[1,2,4]triazolo[4,3-a]pyridin-3-yl)quinolin-8-yloxy)-5-fluoroazepane-1-carboxylate). Reaction SMILES: [F:1][C@H:2]1[C@@H:8]([O:9]S(C2C=CC([N+]([O-])=O)=CC=2)(=O)=O)[CH2:7][CH2:6][N:5]([C:22]([O:24][C:25]([CH3:28])([CH3:27])[CH3:26])=[O:23])[CH2:4][CH2:3]1.[CH:29]1([C:32]2[CH:33]=[CH:34][C:35]3[N:36]([C:38]([C:41]4[CH:50]=[CH:49][C:48]5[C:43](=[C:44](O)[CH:45]=[CH:46][CH:47]=5)[N:42]=4)=[N:39][N:40]=3)[CH:37]=2)[CH2:31][CH2:30]1>>[CH:29]1([C:32]2[CH:33]=[CH:34][C:35]3[N:36]([C:38]([C:41]4[CH:50]=[CH:49][C:48]5[C:43](=[C:44]([O:9][C@H:8]6[C@H:2]([F:1])[CH2:3][CH2:4][N:5]([C:22]([O:24][C:25]([CH3:26])([CH3:27])[CH3:28])=[O:23])[CH2:6][CH2:7]6)[CH:45]=[CH:46][CH:47]=5)[N:42]=4)=[N:39][N:40]=3)[CH:37]=2)[CH2:31][CH2:30]1. Procedure: Prepared according to the method of Example 90 using cis-tert-butyl 4-fluoro-5-(4-nitrophenylsulfonyloxy)azepane-1-carboxylate in place of trans-tert-butyl 4-fluoro-5-(4-nitrophenylsulfonyloxy)azepane-1-carboxylate and 2-(6-cyclopropyl-[1,2,4]triazolo[4,3-a]pyridin-3-yl)quinolin-8-ol in place of 2-([1,2,4]triazolo[4,3-a]pyridin-3-yl)-6-fluoroquinolin-8-ol in Step C and running the reaction at 50° C. Reactants: COC(CC1=CC(=C(C=C1)O)C=O)=O ((3-formyl-4-hydroxy-phenyl)-acetic acid methyl ester), ClCC1=C(C=CC=C1)I (1-chloromethyl-2-iodo-benzene), N[C@@H](CC1=CC=C2C=CC=CC2=C1)C(=O)O (Nal). Run in C(C)#N (acetonitrile), C(C)#N (acetonitrile), C1(=CC=CC=C1)C (toluene). Reaction conditions: time 3 hour. Product: 33.959, COC(CC1=CC(=C(C=C1)OCC1=C(C=CC=C1)I)C=O)=O ([3-Formyl-4-(2-iodo-benzyloxy)-phenyl]-acetic acid methyl ester). Isolated yield 96.0%. Reaction SMILES: [CH3:1][O:2][C:3](=[O:14])[CH2:4][C:5]1[CH:10]=[CH:9][C:8]([OH:11])=[C:7]([CH:12]=[O:13])[CH:6]=1.Cl[CH2:16][C:17]1[CH:22]=[CH:21][CH:20]=[CH:19][C:18]=1[I:23].N[C@H](C(O)=O)CC1C=C2C(C=CC=C2)=CC=1>C(#N)C.C1(C)C=CC=CC=1>[CH3:1][O:2][C:3](=[O:14])[CH2:4][C:5]1[CH:10]=[CH:9][C:8]([O:11][CH2:16][C:17]2[CH:22]=[CH:21][CH:20]=[CH:19][C:18]=2[I:23])=[C:7]([CH:12]=[O:13])[CH:6]=1. Reported procedure: A solution of (3-formyl-4-hydroxy-phenyl)-acetic acid methyl ester (17.2 g, 85.9 mmol) in acetonitrile was slowly added to a solution of 1-chloromethyl-2-iodo-benzene (13.06 g, 94.5 mmol) and Nal (3.22 g, 21.5 mmol) in acetonitrile (273 ml) at reflux temperature and the mixture was mantained at this temperature for 3 hours. Once the mixture reached room temperature, the residue that had formed was filtered, washed with acetonitrile and concentrated to obtain a residue that was then dissolved in ...